Dataset: the Open Reaction Database (ORD), a public repository of structured organic reaction records. Task: describe an organic reaction: reactants, conditions, products, and yield The reactants are OC1CN(CCC1C1=CC=C(C=C1)O)C(=O)OC(C)(C)C (tert-butyl 3-hydroxy-4-(4-hydroxyphenyl)piperidine-1-carboxylate), BrCCCOC1=CC2=C(OCO2)C=C1 (5-(3-bromopropoxy)benzo[1,3]dioxole). Yields the product O1COC2=C1C=CC(=C2)OCCCOC2=CC=C(C=C2)C2C(CN(CC2)C(=O)OC(C)(C)C)O (tert-Butyl 4-{4-[3-(benzo[1,3]dioxol-5-yloxy)propoxy]phenyl}-3-hydroxypiperidine-1-carboxylate). As a reaction SMILES: [OH:1][CH:2]1[CH:7]([C:8]2[CH:13]=[CH:12][C:11]([OH:14])=[CH:10][CH:9]=2)[CH2:6][CH2:5][N:4]([C:15]([O:17][C:18]([CH3:21])([CH3:20])[CH3:19])=[O:16])[CH2:3]1.Br[CH2:23][CH2:24][CH2:25][O:26][C:27]1[CH:35]=[CH:34][C:30]2[O:31][CH2:32][O:33][C:29]=2[CH:28]=1>>[O:31]1[C:30]2[CH:34]=[CH:35][C:27]([O:26][CH2:25][CH2:24][CH2:23][O:14][C:11]3[CH:10]=[CH:9][C:8]([CH:7]4[CH2:6][CH2:5][N:4]([C:15]([O:17][C:18]([CH3:21])([CH3:20])[CH3:19])=[O:16])[CH2:3][CH:2]4[OH:1])=[CH:13][CH:12]=3)=[CH:28][C:29]=2[O:33][CH2:32]1. Procedure details: Analogously to Method I, 0.750 g of tert-butyl 3-hydroxy-4-(4-hydroxyphenyl)piperidine-1-carboxylate and 0.859 g of 5-(3-bromopropoxy)benzo[1,3]dioxole are reacted. The title compound is obtained as a slightly yellowish oil. Rf=0.10 (1:2 EtOAc-heptane); Rt=4.96.